Dataset: the Open Reaction Database (ORD), a public repository of structured organic reaction records. Task: describe an organic reaction: reactants, conditions, products, and yield The reactants are resultant solution, FC(C=1C=C(C=CC1)O)(F)F (meta-trifluoromethylphenol), [H-].[Na+] (sodium hydride), ClC1=NC(=CC(=C1)C)OCC1=CSC=C1 (2-chloro-4-methyl-6-(3-thienylmethyloxy)pyridine). The reagents and catalysts are [Cu]I (CuI). Solvent: CN(C=O)C (dimethylformamide). Yields the product CC1=CC(=NC(=C1)OC1=CC(=CC=C1)C(F)(F)F)OCC1=CSC=C1 (4-methyl-2-(3-thienylmethyloxy)-6-(meta-trifluoromethylphenoxy)pyridine). As a reaction SMILES: [F:1][C:2]([F:11])([F:10])[C:3]1[CH:4]=[C:5]([OH:9])[CH:6]=[CH:7][CH:8]=1.[H-].[Na+].Cl[C:15]1[CH:20]=[C:19]([CH3:21])[CH:18]=[C:17]([O:22][CH2:23][C:24]2[CH:28]=[CH:27][S:26][CH:25]=2)[N:16]=1>CN(C)C=O.[Cu]I>[CH3:21][C:19]1[CH:20]=[C:15]([O:9][C:5]2[CH:6]=[CH:7][CH:8]=[C:3]([C:2]([F:10])([F:11])[F:1])[CH:4]=2)[N:16]=[C:17]([O:22][CH2:23][C:24]2[CH:28]=[CH:27][S:26][CH:25]=2)[CH:18]=1 |f:1.2|. Procedure: To a solution containing meta-trifluoromethylphenol (1.70 g, 0.0021×5.0 mol) and sodium hydride (0.42 g, (ca.60% in mineral oil), 0.0021×5.0 mol) in dimethylformamide, 2-chloro-4-methyl-6-(3-thienylmethyloxy)pyridine (0.5 g, 0.0021 mol) and CuI (0.20 g, 0.0021×0.5 mol) were successively added and the resultant solution was refluxed for about 5 hours. The reactants are O=C1C(CCCC1)C(=O)OCC (ethyl 2-oxocyclohexanecarboxylate), [OH-].[Na+] (NaOH), N(=O)[O-].[Na+] (NaNO2), ClC1=C(N)C=C(C(=C1)Cl)Cl (2,4,5-trichloroaniline), Cl (HCl), Cl (HCl). Run in O (water), O (H2O). Conditions: temperature 0 celsius, time 20 minute. Product: O=C1C(CCCC1)C(=O)O (2-oxocyclohexanecarboxylic acid). As a reaction SMILES: ClC1C=C(Cl)C(Cl)=CC=1N.Cl.N([O-])=O.[Na+].[O:16]=[C:17]1[CH2:22][CH2:21][CH2:20][CH2:19][CH:18]1[C:23]([O:25]CC)=[O:24].[OH-].[Na+]>O>[O:16]=[C:17]1[CH2:22][CH2:21][CH2:20][CH2:19][CH:18]1[C:23]([OH:25])=[O:24] |f:2.3,5.6|. Reported procedure: To a solution of 2,4,5-trichloroaniline (2.48 g, 12.6 mmol) in H2O (5 mL), cooled to 0° C., conc. HCl (7.5 mL) was added, and then stirred for 20 min. NaNO2 (0.87 g, 12.0 mmol) dissolved in water (5 mL), was added slowly and the reaction was continued at 0° C. for 1 h, filtered and the filtrate was used further. In another setup, ethyl 2-oxocyclohexanecarboxylate (2.0 g, 12.0 mmol) was added to 5N NaOH (0.56 g) and stirred for 16 h. The reaction mixture was cooled to 0° C., conc. HCl (1.2 mL) wa... Reactants: C(C=C)(=O)O (acrylic acid), FC(C1=C(N)C=CC=C1)(F)F (o-trifluoromethylaniline). Run at temperature 75 celsius, time 32 hour. Product: FC(C1=C(NCCC(=O)O)C=CC=C1)(F)F (β-(o-trifluoromethylanilino)-propanoic acid). Isolated yield 88.0%. As a reaction SMILES: [C:1]([OH:5])(=[O:4])[CH:2]=[CH2:3].[F:6][C:7]([F:16])([F:15])[C:8]1[CH:14]=[CH:13][CH:12]=[CH:11][C:9]=1[NH2:10]>>[F:6][C:7]([F:15])([F:16])[C:8]1[CH:14]=[CH:13][CH:12]=[CH:11][C:9]=1[NH:10][CH2:3][CH2:2][C:1]([OH:5])=[O:4]. Reported procedure: 672 g of acrylic acid were added to 500 g of o-trifluoromethylaniline at 20°-25° C. with stirring while bubbling nitrogen therethrough and then 0.5 g of hydroquinone were added thereto in the dark. The mixture was heated to 75° C. over one hour and was then held at 75° C. for 32 hours. The mixture was cooled to 65°-70° C. and 500 ml of technical cyclohexane and 500 ml ofdemineralized water were rapidly added thereto. The mixture was refluxed for 10 minutes and was then slowly cooled to 2° to 4° ... Reactants: C(C1=CC=CC=C1)=NN(C(CC(=O)OCC)=O)C1=C(SC=C1)C(=O)OC (Methyl 3-[2-benzylidene-1-(3-ethoxy-3-oxopropanoyl)hydrazino]thiophene-2-carboxylate), [O-]CC.[Na+] (sodium ethoxide). Solvent: C(C)O (ethanol), C(C)O (ethanol). Conditions: temperature 50 celsius, time 1 hour. Product: OC=1C2=C(N(C(C1C(=O)OCC)=O)N=CC1=CC=CC=C1)C=CS2 (Ethyl 7-hydroxy-5-oxo-4-{[phenylmethylene]amino}-4,5-dihydrothieno[3,2-b]pyridine-6-carboxylate). Isolated yield 34.7%. Reaction SMILES: [CH:1](=[N:8][N:9]([C:18]1[CH:22]=[CH:21][S:20][C:19]=1[C:23]([O:25]C)=O)[C:10](=[O:17])[CH2:11][C:12]([O:14][CH2:15][CH3:16])=[O:13])[C:2]1[CH:7]=[CH:6][CH:5]=[CH:4][CH:3]=1.[O-]CC.[Na+]>C(O)C>[OH:25][C:23]1[C:19]2[S:20][CH:21]=[CH:22][C:18]=2[N:9]([N:8]=[CH:1][C:2]2[CH:3]=[CH:4][CH:5]=[CH:6][CH:7]=2)[C:10](=[O:17])[C:11]=1[C:12]([O:14][CH2:15][CH3:16])=[O:13] |f:1.2|. Procedure details: A solution of the product of Example 268B (37.8 g, 0.101 mol) in ethanol (0.5 L) under nitrogen was reacted with sodium ethoxide in ethanol (21% by weight, 32.8 g, 0.104 mol) at room temperature. The mixture was slowly warmed to 50° C. and stirred for 1 hour at 40-50° C., cooled to 25° C., partitioned between ethyl acetate and water, and acidified to pH 4 with 1 M hydrochloric acid. The ethyl acetate layer was washed with brine, dried over anhydrous sodium sulfate, filtered, and concentrated to ... The reactants are C(C)(=O)O (acetic acid), solution, C1(=CC=CC=C1)[Mg]Br (phenylmagnesium bromide), ClCC(=O)CCl (1,3-dichloroacetone), O (water). Solvent: CCOCC (ether), CCOCC (ether), CCOCC (ether). Conditions: time 10 minute. Yields the product ClCC(CCl)(O)C1=CC=CC=C1 (1,3-dichloro-2-phenylpropan-2-ol). Isolated yield 51.0%. Reaction SMILES: [C:1]1([Mg]Br)[CH:6]=[CH:5][CH:4]=[CH:3][CH:2]=1.[Cl:9][CH2:10][C:11]([CH2:13][Cl:14])=[O:12].C(O)(=O)C.O>CCOCC>[Cl:9][CH2:10][C:11]([C:1]1[CH:6]=[CH:5][CH:4]=[CH:3][CH:2]=1)([OH:12])[CH2:13][Cl:14]. Procedure: 289 ml (0.866 mol) of a 3M solution of phenylmagnesium bromide in ether are run, over a period of 1.50 h, into a solution of 100 g (0.787 mol) of 1,3-dichloroacetone in 1000 ml of anhydrous ether under a nitrogen atmosphere and at -60° C. After 10 minutes, a solution of 83.5 g of acetic acid in 126 ml of ether is added to the reaction medium. The temperature is allowed to rise to +4° C. and 315 ml of water are run in. The ether phase is decanted, washed with water and dried over MgSO4. It is fil... Reactants: ClC=1C=CC2=C(C(C(CC(N2)=O)=CN(C)C)=O)C1 (7-chloro-4-[(dimethylamino)methylene]-3,4-dihydro-1H-benzazepine-2,5-dione), Cl.CC(C(=N)N)(C)C (2,2-dimethylpropionamidine hydrochloride). The product is ClC=1C=CC2=C(C3=C(CC(N2)=O)C=NC(=N3)C(C)(C)C)C1 (10-Chloro-2-(1,1-dimethylethyl)-5,7-dihydro-6H-pyrimido[5,4-d][1]benzazepin-6-one). Yield: 88.0%. As a reaction SMILES: [Cl:1][C:2]1[CH:3]=[CH:4][C:5]2[NH:11][C:10](=[O:12])[CH2:9][C:8](=[CH:13]N(C)C)[C:7](=O)[C:6]=2[CH:18]=1.Cl.[CH3:20][C:21]([CH3:26])([CH3:25])[C:22]([NH2:24])=[NH:23]>>[Cl:1][C:2]1[CH:3]=[CH:4][C:5]2[NH:11][C:10](=[O:12])[CH2:9][C:8]3[CH:13]=[N:23][C:22]([C:21]([CH3:26])([CH3:25])[CH3:20])=[N:24][C:7]=3[C:6]=2[CH:18]=1 |f:1.2|. Procedure: Analogous to Scheme 1, from 7-chloro-4-[(dimethylamino)methylene]-3,4-dihydro-1H-benzazepine-2,5-dione and 2,2-dimethylpropionamidine hydrochloride. Yield: 88%. Off-white solid, m/z (ISP) 302 (MH)